From a dataset of the Open Reaction Database (ORD), a public repository of structured organic reaction records. describe an organic reaction: reactants, conditions, products, and yield Reactants: CCO, CC(C)(C)OC(=O)NCCN, S=C=Nc1ccccc1. Product: CC(C)(C)OC(=O)NCCNC(=S)Nc1ccccc1. Reaction SMILES: [CH3:21][CH2:22][OH:23].[NH2:1][CH2:2][CH2:3][NH:4][C:5]([O:6][C:7]([CH3:8])([CH3:9])[CH3:10])=[O:11].[c:12]1([N:18]=[C:19]=[S:20])[cH:13][cH:14][cH:15][cH:16][cH:17]1>>[NH:1]([CH2:2][CH2:3][NH:4][C:5]([O:6][C:7]([CH3:8])([CH3:9])[CH3:10])=[O:11])[C:19]([NH:18][c:12]1[cH:13][cH:14][cH:15][cH:16][cH:17]1)=[S:20]. Starting materials: intermediate 2, S1C(=NC=C1)NC(C1=CC=C(C=C1)B(O)O)=O (N-2-thiazolyl 4-boronobenzamide), NC=1C=2N(C=CN1)C(=NC2Br)[C@H]2N(CCC2)C(=O)OCC2=CC=CC=C2 ((S)-benzyl 2-(8-amino-1-bromoimidazo[1,5-a]pyrazin-3-yl)pyrrolidine-1-carboxylate), NC=1C=2N(C=CN1)C(=NC2Br)[C@H]2N(CCC2)C(=O)OCC2=CC=CC=C2 ((S)-benzyl 2-(8-amino-1-bromoimidazo[1,5-a]pyrazin-3-yl)pyrrolidine-1-carboxylate). The product is NC=1C=2N(C=CN1)C(=NC2C2=CC=C(C(=O)NC=1SC=CN1)C=C2)[C@H]2NCCC2 ((S)-4-(8-Amino-3-(pyrrolidin-2-yl)imidazo[1,5-a]pyrazin-1-yl)-N-(thiazol-2-yl)benzamide). Yield: 73.1%. Reaction SMILES: [NH2:1][C:2]1[C:3]2[N:4]([C:8]([C@@H:12]3[CH2:16][CH2:15][CH2:14][N:13]3C(OCC3C=CC=CC=3)=O)=[N:9][C:10]=2Br)[CH:5]=[CH:6][N:7]=1.[S:27]1[CH:31]=[CH:30][N:29]=[C:28]1[NH:32][C:33](=[O:43])[C:34]1[CH:39]=[CH:38][C:37](B(O)O)=[CH:36][CH:35]=1>>[NH2:1][C:2]1[C:3]2[N:4]([C:8]([C@@H:12]3[CH2:16][CH2:15][CH2:14][NH:13]3)=[N:9][C:10]=2[C:37]2[CH:38]=[CH:39][C:34]([C:33]([NH:32][C:28]3[S:27][CH:31]=[CH:30][N:29]=3)=[O:43])=[CH:35][CH:36]=2)[CH:5]=[CH:6][N:7]=1. Procedure: This intermediate was prepared, in an analogous manner as described for intermediate 2, from (S)-benzyl 2-(8-amino-1-bromoimidazo[1,5-a]pyrazin-3-yl)pyrrolidine-1-carboxylate (Intermediate 1e) and commercially available N-2-thiazolyl 4-boronobenzamide to afford the title compound (229 mg, 73.1%). The reactants are O=C([O-])[O-], COC(=O)c1ccc(F)c(COc2ccc(I)cc2)c1, COc1cc(F)c(F)cc1B(O)O, [K+], [K+], CN(C)C=O, O. The product is COC(=O)c1ccc(F)c(COc2ccc(-c3cc(F)c(F)cc3OC)cc2)c1. As a reaction SMILES: [C:34](=[O:35])([O-:36])[O-:37].[CH3:1][O:2][C:3]([c:4]1[cH:5][c:6]([CH2:11][O:12][c:13]2[cH:14][cH:15][c:16]([I:19])[cH:17][cH:18]2)[c:7]([F:10])[cH:8][cH:9]1)=[O:20].[F:21][c:22]1[cH:23][c:24]([O:32][CH3:33])[c:25]([B:29]([OH:30])[OH:31])[cH:26][c:27]1[F:28].[K+:38].[K+:39].[O:40]=[CH:41][N:42]([CH3:43])[CH3:44].[OH2:45]>>[CH3:1][O:2][C:3]([c:4]1[cH:5][c:6]([CH2:11][O:12][c:13]2[cH:14][cH:15][c:16](-[c:25]3[c:24]([O:32][CH3:33])[cH:23][c:22]([F:21])[c:27]([F:28])[cH:26]3)[cH:17][cH:18]2)[c:7]([F:10])[cH:8][cH:9]1)=[O:20]. Product: CCNC(=O)c1cscc1Br. The reactants are O=C(O)c1cscc1Br, CCN, O. RXN SMILES: [Br:1][c:2]1[c:3]([C:7](=[O:8])[OH:9])[cH:4][s:5][cH:6]1.[CH3:10][CH2:11][NH2:12].[OH2:13]>>[Br:1][c:2]1[c:3]([C:7](=[O:9])[NH:12][CH2:11][CH3:10])[cH:4][s:5][cH:6]1. The reactants are FC(S(=O)(=O)OC1=CC(CC2=CC(=CC=C12)OC)C)(F)F (6-methoxy-3-methyl-3,4-dihydronaphthalen-1-yl trifluoromethanesulfonate), ClC1=CC=C(C=C1)B(O)O (4-chlorophenylboronic acid), C(=O)([O-])[O-].[K+].[K+] (K2CO3). Reagents/catalysts: C1=CC=C(C=C1)P([C-]2C=CC=C2)C3=CC=CC=C3.C1=CC=C(C=C1)P([C-]2C=CC=C2)C3=CC=CC=C3.Cl[Pd]Cl.[Fe+2] (PdCl2(dppf)). Run in C1(=CC=CC=C1)C.C(C)O.O (toluene ethanol water). Conditions: temperature 50 celsius. Yields the product ClC1=CC=C(C=C1)C1=CC(CC2=CC(=CC=C12)OC)C (4-(4-chlorophenyl)-7-methoxy-2-methyl-1,2-dihydronaphthalene). Yield: 88.1%. RXN SMILES: FC(F)(F)S(O[C:7]1[C:16]2[C:11](=[CH:12][C:13]([O:17][CH3:18])=[CH:14][CH:15]=2)[CH2:10][CH:9]([CH3:19])[CH:8]=1)(=O)=O.[Cl:22][C:23]1[CH:28]=[CH:27][C:26](B(O)O)=[CH:25][CH:24]=1.C([O-])([O-])=O.[K+].[K+]>C1(C)C=CC=CC=1.C(O)C.O.C1C=CC(P(C2C=CC=CC=2)[C-]2C=CC=C2)=CC=1.C1C=CC(P(C2C=CC=CC=2)[C-]2C=CC=C2)=CC=1.Cl[Pd]Cl.[Fe+2]>[Cl:22][C:23]1[CH:28]=[CH:27][C:26]([C:7]2[C:16]3[C:11](=[CH:12][C:13]([O:17][CH3:18])=[CH:14][CH:15]=3)[CH2:10][CH:9]([CH3:19])[CH:8]=2)=[CH:25][CH:24]=1 |f:2.3.4,5.6.7,8.9.10.11|. Reported procedure: 6-methoxy-3-methyl-3,4-dihydronaphthalen-1-yl trifluoromethanesulfonate (9.88 g, 30.7 mmol), 4-chlorophenylboronic acid (6.23 g, 39.9 mmol) and K2CO3 (12.7 g, 91.9 mmol) were combined in a mixture of toluene/ethanol/water (80 mL/40 mL/40 mL) at room temperature in a heavy walled pressure flask. Following sparging of the mixture with Ar for 30 minutes, PdCl2(dppf) (1.12 g, 1.53 mmol) was added in one portion and the flask was sealed and heated to 50° C. for 2.5 h. After returning to room temperat... The reactants are CC(C)(C)C(=O)Cl, ClCCl, Nc1ccccn1. The product is CC(C)(C)C(=O)Nc1ccccn1. Reaction SMILES: [CH3:8][C:9]([C:10](=[O:11])[Cl:12])([CH3:13])[CH3:14].[Cl:15][CH2:16][Cl:17].[NH2:1][c:2]1[n:3][cH:4][cH:5][cH:6][cH:7]1>>[NH:1]([c:2]1[n:3][cH:4][cH:5][cH:6][cH:7]1)[C:10]([C:9]([CH3:8])([CH3:13])[CH3:14])=[O:11].